describe an organic reaction: reactants, conditions, products, and yield From a dataset of the Open Reaction Database (ORD), a public repository of structured organic reaction records. Reactants: [O-]P(=O)([O-])[O-].[K+].[K+].[K+] (K3PO4), C(C1=CC=CC=C1)N1N=C2C=C(C=CC2=C1)C=1C=C(N2N=CN=C(C21)N)C2=CC(=CC=C2)CCl (5-(2-Benzyl-2H-indazol-6-yl)-7-(3-chloromethyl-phenyl)-pyrrolo[2,1-f][1,2,4]triazin-4-ylamine), N1CCCC1 (pyrrolidine). Solvent: O (water), CN(C)C=O (DMF). Conditions: time 1 hour. Yields the product C(C1=CC=CC=C1)N1N=C2C=C(C=CC2=C1)C=1C=C(N2N=CN=C(C21)N)C2=CC(=CC=C2)CN2CCCC2 (5-(2-Benzyl-2H-indazol-6-yl)-7-(3-pyrrolidin-1-ylmethyl-phenyl)-pyrrolo[2,1-f][1,2,4]triazin-4-ylamine). The yield is 44.7%. Reaction SMILES: [CH2:1]([N:8]1[CH:16]=[C:15]2[C:10]([CH:11]=[C:12]([C:17]3[CH:18]=[C:19]([C:27]4[CH:32]=[CH:31][CH:30]=[C:29]([CH2:33]Cl)[CH:28]=4)[N:20]4[C:25]=3[C:24]([NH2:26])=[N:23][CH:22]=[N:21]4)[CH:13]=[CH:14]2)=[N:9]1)[C:2]1[CH:7]=[CH:6][CH:5]=[CH:4][CH:3]=1.[O-]P([O-])([O-])=O.[K+].[K+].[K+].[NH:43]1[CH2:47][CH2:46][CH2:45][CH2:44]1>CN(C=O)C.O>[CH2:1]([N:8]1[CH:16]=[C:15]2[C:10]([CH:11]=[C:12]([C:17]3[CH:18]=[C:19]([C:27]4[CH:32]=[CH:31][CH:30]=[C:29]([CH2:33][N:43]5[CH2:47][CH2:46][CH2:45][CH2:44]5)[CH:28]=4)[N:20]4[C:25]=3[C:24]([NH2:26])=[N:23][CH:22]=[N:21]4)[CH:13]=[CH:14]2)=[N:9]1)[C:2]1[CH:7]=[CH:6][CH:5]=[CH:4][CH:3]=1 |f:1.2.3.4|. Procedure: The product from step 1 (60 mg, 0.13 mmol) was dissolved in 1 mL of DMF and K3PO4 (33 mg, 0.16 mmol) was added. The mixture was treated with pyrrolidine (0.15 mL, 1.55 mmol) and stirred for 1 hour. The mixture was diluted with water (10 mL) and stirred for 10 minutes. The precipitate was collected and purified by preparative HPLC eluting with 10%-90% acetonitrile/water (0.1% TFA) to provide 29 mg (54%) of the title compound. The reactants are Cl (hydrochloric acid), Cl (HCl), ClC=1C=C(C=2C(N3C(=NC2C1)CCC3)=O)Cl (6,8-dichloro-2,3-dihydropyrrolo[2,1-b]quinazolin-9(1H)-one). Reagents/catalysts: [Zn] (zinc). Run in C(C)(=O)O (acetic acid), C(C)O (ethanol), C(C)(=O)O (acetic acid). Reaction conditions: time 10 minute. Yields the product ClC=1C=C(C=2CN3C(=NC2C1)CCC3)Cl (6,8-Dichloro-1,2,3,9-tetrahydropyrrolo[2,1-b]quinazoline). Reaction SMILES: [Cl:1][C:2]1[CH:3]=[C:4]([Cl:16])[C:5]2[C:6](=O)[N:7]3[CH2:14][CH2:13][CH2:12][C:8]3=[N:9][C:10]=2[CH:11]=1.Cl>C(O)(=O)C.C(O)C.[Zn]>[Cl:1][C:2]1[CH:3]=[C:4]([Cl:16])[C:5]2[CH2:6][N:7]3[CH2:14][CH2:13][CH2:12][C:8]3=[N:9][C:10]=2[CH:11]=1. Procedure: To a mechanically stirred solution of 1.5 g of the above 6,8-dichloro-2,3-dihydropyrrolo[2,1-b]quinazolin-9(1H)-one in 150 mL of glacial acetic acid at 60° C. was added 25 g of zinc dust. To this suspension was then added dropwise a solution of 35 mL of concentrated hydrochloric acid in 50 mL of glacial acetic acid in 20 minutes. After the addition was complete, the mixture was stirred for an additional 10 minutes. Then the unreacted zinc was filtered off (Caution!, Pyrophoric!), washed with 4×3... Starting materials: [N+](=O)([O-])C=1C=C(C=CC1)N1C(C(=CC2=CC=CN=C12)CCC(C1=CC=NC=C1)O)=O (1-(3-nitrophenyl)-3-[3-hydroxy-3-(pyridin-4-yl)propyl]-1,8-naphthyridin-2(1H)-one), [Sn](Cl)(Cl)(Cl)Cl (tin chloride). Product: NC=1C=C(C=CC1)N1C(C(=CC2=CC=CN=C12)CCC(C1=CC=NC=C1)O)=O (1-(3-aminophenyl)-3-[3-hydroxy-3-(pyridin-4-yl)propyl]-1,8-naphthyridin-2(1H)-one). Isolated yield 65.1%. Reaction SMILES: [N+:1]([C:4]1[CH:5]=[C:6]([N:10]2[C:19]3[C:14](=[CH:15][CH:16]=[CH:17][N:18]=3)[CH:13]=[C:12]([CH2:20][CH2:21][CH:22]([OH:29])[C:23]3[CH:28]=[CH:27][N:26]=[CH:25][CH:24]=3)[C:11]2=[O:30])[CH:7]=[CH:8][CH:9]=1)([O-])=O.[Sn](Cl)(Cl)(Cl)Cl>>[NH2:1][C:4]1[CH:5]=[C:6]([N:10]2[C:19]3[C:14](=[CH:15][CH:16]=[CH:17][N:18]=3)[CH:13]=[C:12]([CH2:20][CH2:21][CH:22]([OH:29])[C:23]3[CH:24]=[CH:25][N:26]=[CH:27][CH:28]=3)[C:11]2=[O:30])[CH:7]=[CH:8][CH:9]=1. Procedure: The procedure of Example 19 was repeated using 1-(3-nitrophenyl)-3-[3-hydroxy-3-(pyridin-4-yl)propyl]-1,8-naphthyridin-2(1H)-one (400 mg, 0.99 mmol; prepared in Example 20) and tin chloride.2H2O (2 g, 5-fold weights) while ice-cooling to obtain 1-(3-aminophenyl)-3-[3-hydroxy-3-(pyridin-4-yl)propyl]-1,8-naphthyridin-2(1H)-one (240 mg, 65%; mp 209–211° C.). Reactants: S(O)(O)(=O)=O (sulfuric acid), C([C@@H]1[C@H]([C@@H]([C@H]([C@H](O1)O[C@]2([C@H]([C@@H]([C@H](O2)CO)O)O)CO)O)O)O)O (sucrose), C([O-])([O-])=O.[Ca+2] (calcium carbonate), O=C(C(=O)[O-])C=CC1=CC=CC=C1.[K+] (potassium 2-keto-4-phenyl-3-butenoate). Solvent: O (water). Conditions: temperature 30 celsius, time 48 hour. The product is O[C@@H](C(=O)O)C=CC1=CC=CC=C1 ((R)-2-hydroxy-4-phenyl-3-butenoic acid). RXN SMILES: C(O)[C@H]1O[C@H](O[C@]2(CO)O[C@H](CO)[C@@H](O)[C@@H]2O)[C@H](O)[C@@H](O)[C@@H]1O.C(=O)([O-])[O-].[Ca+2].[O:29]=[C:30]([CH:34]=[CH:35][C:36]1[CH:41]=[CH:40][CH:39]=[CH:38][CH:37]=1)[C:31]([O-:33])=[O:32].[K+].S(=O)(=O)(O)O>O>[OH:29][C@H:30]([CH:34]=[CH:35][C:36]1[CH:41]=[CH:40][CH:39]=[CH:38][CH:37]=1)[C:31]([OH:33])=[O:32] |f:1.2,3.4|. Procedure: A medium comprising 2% glucose, 1% yeast extract, 1% peptone, 10 ppm MnSO4 and 1% calcium carbonate was used for lactic acid bacteria. A medium comprising 1% glucose, 0.5% yeast extract, 0.5% peptone, 0.5% meat extract and 0.5% NaCl (pH 7) was used for other bacteria. A medium comprising 2% glucose, 0.3% yeast extract, 0.5% peptone and 0.3% malt extract (pH 6) was used for yeasts. 100 ml of each medium was introduced into a 500-ml Erlenmeyer flask and sterilized. Then one platinum loopful of eac... The reactants are O.NN (hydrazine hydrate), 9, N1(CCOCC1)C(=C(C#N)C#N)SC (3-(morpholin-4-yl)-3methylsulfanyl-2-cyanoacrylonitrile). Solvent: CO (methanol). Conditions: time 3.5 hour. Product: NC1=C(C(=NN1)N1CCOCC1)C#N (5-amino-3-(morpholin-4-yl)-1H-pyrazole-4-carbonitrile). RXN SMILES: O.[NH2:2][NH2:3].[N:4]1([C:10](SC)=[C:11]([C:14]#[N:15])[C:12]#[N:13])[CH2:9][CH2:8][O:7][CH2:6][CH2:5]1>CO>[NH2:13][C:12]1[NH:3][N:2]=[C:10]([N:4]2[CH2:9][CH2:8][O:7][CH2:6][CH2:5]2)[C:11]=1[C:14]#[N:15] |f:0.1|. Procedure details: 2.78 ml (56 mmol) of hydrazine hydrate are added to a slurry of 9.8 9 (46.8 mmol) of 3-(morpholin-4-yl)-3methylsulfanyl-2-cyanoacrylonitrile in 60 ml of methanol and heated to boiling, with the solid dissolving. After 3.5 hours, the reaction mixture is cooled to RT, concentrated by evaporation and recrystallised from ≈70 ml of boiling ethanol, yielding 5-amino-3-(morpholin-4-yl)-1H-pyrazole-4-carbonitrile: m.p. 199-201° C.; TLC: Rf=0.19 (ethyl acetate/toluene=3 3:1). Starting materials: CN(C)C=O (DMF), BrC=1C=C2CCC(OC2=CC1)(C)C (6-bromo-2,2-dimethyl-3,4-dihydro-2H-chromene), C1CCOC1 (THF), [Li]CCCC (n-BuLi), hexanes. Run in CCOC(=O)C (EtOAc). Run at time 10 minute. The product is CC1(OC2=CC=C(C=C2CC1)C=O)C (2,2-dimethyl-3,4-dihydro-2H-chromene-6-carbaldehyde). As a reaction SMILES: Br[C:2]1[CH:3]=[C:4]2[C:9](=[CH:10][CH:11]=1)[O:8][C:7]([CH3:13])([CH3:12])[CH2:6][CH2:5]2.C1C[O:17][CH2:16]C1.[Li]CCCC.CN(C=O)C>CCOC(C)=O>[CH3:12][C:7]1([CH3:13])[CH2:6][CH2:5][C:4]2[C:9](=[CH:10][CH:11]=[C:2]([CH:16]=[O:17])[CH:3]=2)[O:8]1. Procedure details: To a nitrogen flushed 100 mL round bottom flask were added 6-bromo-2,2-dimethyl-3,4-dihydro-2H-chromene (0.41 g, 1.7 mmol) and THF (6 mL). A solution of n-BuLi in hexanes (0.69 mL, 2.6 M, 1.79 mmol) was added at −78° C. The resulting reaction mixture was stirred at −78° C. for 10 minutes when DMF (0.20 mL, 2.55 mmol) was added. The reaction mixture was allowed to warm to room temperature and was diluted with EtOAc (25 mL). It was stirred over wet silica gel (10 g silica gel/0.5 mL water) for 10 ... The yield is 75.7%. Starting materials: C(C)(=O)C=1C=C(C=CC1)C1=CC=C(C=C1)OC (3'-acetyl-4-methoxybiphenyl), O (water). Solvent: Br (hydrobromic acid), C(C)(=O)O (acetic acid). Reaction SMILES: [C:1]([C:4]1[CH:5]=[C:6]([C:10]2[CH:15]=[CH:14][C:13]([O:16]C)=[CH:12][CH:11]=2)[CH:7]=[CH:8][CH:9]=1)(=[O:3])[CH3:2].O>Br.C(O)(=O)C>[C:1]([C:4]1[CH:5]=[C:6]([C:10]2[CH:11]=[CH:12][C:13]([OH:16])=[CH:14][CH:15]=2)[CH:7]=[CH:8][CH:9]=1)(=[O:3])[CH3:2]. Product: C(C)(=O)C=1C=C(C=CC1)C1=CC=C(C=C1)O (3'-Acetylbiphenyl-4-ol). Reported procedure: A solution of 3'-acetyl-4-methoxybiphenyl (2.07 g) in hydrobromic acid (48%, 25 ml) and glacial acetic acid (25 ml) was heated at reflux under nitrogen for 1 hour. After cooling the mixture was poured into water and extracted with ether. The organic phase was washed with brine, dried over anhydrous magnesium sulfate, filtered and concentrated under reduced pressure to give a crude yellow/brown solid The latter was purified by column chromatography over silica eluting with diethyl ether:hexane (2...